This data is from the Open Reaction Database (ORD), a public repository of structured organic reaction records. The task is: describe an organic reaction: reactants, conditions, products, and yield Starting materials: C(CCC)N(CCCC)CCCC (tributylamine), C(C=C)(=O)[O-] (acrylate). Procedure details: 150 mg tributylamine was added to 1.16 g of the “acrylate component” and mixed until homogeneity to form the “acrylate/tributylamine component”. Subsequently, 1.5 g of the “thiol component” was mixed with the “acrylate/tributylamine component” until homogeneity was achieved. Product: C(C=C)(=O)[O-].C(CCC)N(CCCC)CCCC (acrylate tributylamine). RXN SMILES: [CH2:1]([N:5]([CH2:10][CH2:11][CH2:12][CH3:13])[CH2:6][CH2:7][CH2:8][CH3:9])[CH2:2][CH2:3][CH3:4].[C:14]([O-:18])(=[O:17])[CH:15]=[CH2:16]>>[C:14]([O-:18])(=[O:17])[CH:15]=[CH2:16].[CH2:10]([N:5]([CH2:1][CH2:2][CH2:3][CH3:4])[CH2:6][CH2:7][CH2:8][CH3:9])[CH2:11][CH2:12][CH3:13] |f:2.3|.